This data is from the Open Reaction Database (ORD), a public repository of structured organic reaction records. The task is: describe an organic reaction: reactants, conditions, products, and yield Reactants: O=C([O-])[O-], CCc1noc2cc3c(cc12)CCN(C(=O)C(F)(F)F)CC3, CO, [Na+], [Na+]. Yields the product CCc1noc2cc3c(cc12)CCNCC3. RXN SMILES: [C:23](=[O:24])([O-:25])[O-:26].[CH2:1]([CH3:2])[c:3]1[n:4][o:5][c:6]2[cH:7][c:8]3[c:9]([cH:21][c:22]12)[CH2:10][CH2:11][N:12]([C:15](=[O:16])[C:17]([F:18])([F:19])[F:20])[CH2:13][CH2:14]3.[CH3:29][OH:30].[Na+:27].[Na+:28]>>[CH2:1]([CH3:2])[c:3]1[n:4][o:5][c:6]2[cH:7][c:8]3[c:9]([cH:21][c:22]12)[CH2:10][CH2:11][NH:12][CH2:13][CH2:14]3. The reactants are C(C)OCC=1N=C(OC1C1=CC=CC=C1)C1CCNCC1 (4-(4-ethoxymethyl-5-phenyl-oxazol-2-yl)-piperidine), Intermediate 4, ClCCC=1C=CC(=C(C1)S(=O)(=O)N)OC (5-(2-chloro-ethyl)-2-methoxy-benzenesulfonamide), Intermediate 1, N[C@@H](CC1=CC=C2C=CC=CC2=C1)C(=O)O (Nal), CCN(C(C)C)C(C)C (DIEA). The solvent is O1CCOCC1 (dioxane). Conditions: temperature 100 celsius. Yields the product C(C)OCC=1N(COC1C1=CC=CC=C1)C1CCN(CC1)CCC=1C=CC(=C(C1)S(=O)(=O)N)OC (5-{2-[4-(4-Ethoxymethyl-5-phenyl-oxazol-3-yl)-piperidin-1-yl]-ethyl}-2-methoxy-benzenesulfonamide). Reaction SMILES: [CH2:1]([O:3][CH2:4][C:5]1[N:6]=[C:7](C2CCNCC2)[O:8][C:9]=1[C:10]1[CH:15]=[CH:14][CH:13]=[CH:12][CH:11]=1)[CH3:2].Cl[CH2:23][CH2:24][C:25]1[CH:26]=[CH:27][C:28]([O:35][CH3:36])=[C:29]([S:31]([NH2:34])(=[O:33])=[O:32])[CH:30]=1.[NH2:37][C@H:38](C(O)=O)[CH2:39][C:40]1C=C2C(C=CC=C2)=[CH:42][CH:41]=1.CCN(C(C)C)C(C)C>O1CCOCC1>[CH2:1]([O:3][CH2:4][C:5]1[N:6]([CH:40]2[CH2:39][CH2:38][N:37]([CH2:23][CH2:24][C:25]3[CH:26]=[CH:27][C:28]([O:35][CH3:36])=[C:29]([S:31]([NH2:34])(=[O:33])=[O:32])[CH:30]=3)[CH2:42][CH2:41]2)[CH2:7][O:8][C:9]=1[C:10]1[CH:11]=[CH:12][CH:13]=[CH:14][CH:15]=1)[CH3:2]. Procedure: To 4-(4-ethoxymethyl-5-phenyl-oxazol-2-yl)-piperidine (0.150 g), prepared as in Intermediate 4, in dioxane is added 5-(2-chloro-ethyl)-2-methoxy-benzenesulfonamide (0.170 g), prepared as in Intermediate 1, Nal (0.012 g) and DIEA (0.274 ml). After heating at 100° C. for 18 hours, the reaction mixture is partitioned between EtOAc and dilute NaHCO3 solution. The organic phase is washed with saturated brine, dried (NaSO4) and concentrated. The residue is dissolved in 1:1 MeOH-CH2Cl2 and preadsorbed ... Starting materials: C(C)(C)(C)OC(NC1=C(C=C(C(=C1)OCCOC)N1C=CC=C1)[N+](=O)[O-])=O ([5-(2-methoxy-ethoxy)-2-nitro-4-pyrrol-1-yl-phenyl]-carbamic acid tert.-butyl ester). Reagents/catalysts: [Ni] (Raney-Nickel). Product: C(C)(C)(C)OC(NC1=C(C=C(C(=C1)OCCOC)N1C=CC=C1)N)=O ([2-Amino-5-(2-methoxy-ethoxy)-4-pyrrol-1-yl-phenyl]-carbamic Acid tert.-Butyl Ester), solid. Reaction SMILES: [C:1]([O:5][C:6](=[O:27])[NH:7][C:8]1[CH:13]=[C:12]([O:14][CH2:15][CH2:16][O:17][CH3:18])[C:11]([N:19]2[CH:23]=[CH:22][CH:21]=[CH:20]2)=[CH:10][C:9]=1[N+:24]([O-])=O)([CH3:4])([CH3:3])[CH3:2]>[Ni]>[C:1]([O:5][C:6](=[O:27])[NH:7][C:8]1[CH:13]=[C:12]([O:14][CH2:15][CH2:16][O:17][CH3:18])[C:11]([N:19]2[CH:23]=[CH:22][CH:21]=[CH:20]2)=[CH:10][C:9]=1[NH2:24])([CH3:4])([CH3:2])[CH3:3]. Procedure details: The title compound was prepared from [5-(2-methoxy-ethoxy)-2-nitro-4-pyrrol-1-yl-phenyl]-carbamic acid tert.-butyl ester (Example A3) by hydrogenation with Raney-Nickel according to the general procedure J (method a). Obtained as an orange solid (196 mg). Reactants: COC1=C(C(=CC=C1)[N+](=O)[O-])N (2-methoxy-6-nitro-phenylamine), II (iodine). Reagents/catalysts: S(=O)(=O)([O-])[O-].[Ag+2] (silver sulfate). Solvent: C(C)(=O)O (acetic acid). Run at temperature 60 celsius, time 12 hour. Product: IC1=CC(=C(C(=C1)[N+](=O)[O-])N)OC (4-Iodo-2-methoxy-6-nitro-phenylamine). Yield: 79.0%. Reaction SMILES: [CH3:1][O:2][C:3]1[CH:8]=[CH:7][CH:6]=[C:5]([N+:9]([O-:11])=[O:10])[C:4]=1[NH2:12].[I:13]I>C(O)(=O)C.S([O-])([O-])(=O)=O.[Ag+2]>[I:13][C:7]1[CH:6]=[C:5]([N+:9]([O-:11])=[O:10])[C:4]([NH2:12])=[C:3]([O:2][CH3:1])[CH:8]=1 |f:3.4|. Reported procedure: A mixture of 6.2 g (36.9 mmol) 2-methoxy-6-nitro-phenylamine, 9.4 g (37 mmol) iodine and 5.8 g (18.5 mmol) silver sulfate in 90 ml glacial acetic acid is stirred at 60° C. for 12 h. The reaction mixture is cooled to room temperature, poured on water and extracted (3×) with ethyl acetate. The combined organic layers are washed with water (2×) and brine, dried over MgSO4, filtered and concentrated in vacuo. The residue is purified by flash-chromatography on silica gel (hexane:EtOAc=2:1) to afford ... Reactants: ClC1=NC(=NC(=C1)N1[C@@H](CCC1)CC)N (4-chloro-6-[(2R)-2-ethyl-1-pyrrolidinyl]-2-pyrimidinamine), C(#N)C1=C(C=C(C=C1)B(O)O)F ((4-cyano-3-fluorophenyl)boronic acid), O1CCOCC1 (1,4-dioxane), C(=O)(O)[O-].[Na+] (NaHCO3). Reagents/catalysts: C=1C=CC(=CC1)[P](C=2C=CC=CC2)(C=3C=CC=CC3)[Pd]([P](C=4C=CC=CC4)(C=5C=CC=CC5)C=6C=CC=CC6)([P](C=7C=CC=CC7)(C=8C=CC=CC8)C=9C=CC=CC9)[P](C=1C=CC=CC1)(C=1C=CC=CC1)C=1C=CC=CC1 (Pd(Ph3P)4). Run in CCOC(=O)C (EtOAc). Conditions: temperature 100 celsius, time 8 hour. Product: NC1=NC(=CC(=N1)C1=CC(=C(C#N)C=C1)F)N1[C@@H](CCC1)CC (4-{2-Amino-6-[(2R)-2-ethyl-1-pyrrolidinyl]-4-pyrimidinyl}-2-fluorobenzonitrile). Isolated yield 94.9%. As a reaction SMILES: Cl[C:2]1[CH:7]=[C:6]([N:8]2[CH2:12][CH2:11][CH2:10][C@H:9]2[CH2:13][CH3:14])[N:5]=[C:4]([NH2:15])[N:3]=1.[C:16]([C:18]1[CH:23]=[CH:22][C:21](B(O)O)=[CH:20][C:19]=1[F:27])#[N:17].O1CCOCC1.C([O-])(O)=O.[Na+]>C1C=CC([P]([Pd]([P](C2C=CC=CC=2)(C2C=CC=CC=2)C2C=CC=CC=2)([P](C2C=CC=CC=2)(C2C=CC=CC=2)C2C=CC=CC=2)[P](C2C=CC=CC=2)(C2C=CC=CC=2)C2C=CC=CC=2)(C2C=CC=CC=2)C2C=CC=CC=2)=CC=1.CCOC(C)=O>[NH2:15][C:4]1[N:3]=[C:2]([C:21]2[CH:22]=[CH:23][C:18]([C:16]#[N:17])=[C:19]([F:27])[CH:20]=2)[CH:7]=[C:6]([N:8]2[CH2:12][CH2:11][CH2:10][C@H:9]2[CH2:13][CH3:14])[N:5]=1 |f:3.4,^1:42,44,63,82|. Reported procedure: To 4-chloro-6-[(2R)-2-ethyl-1-pyrrolidinyl]-2-pyrimidinamine (40 mg, 0.176 mmol) and (4-cyano-3-fluorophenyl)boronic acid (29.1 mg, 0.176 mmol) was added 1,4-dioxane (3 mL) followed by sat. aq. NaHCO3 (0.5 mL), and the mixture was purged with N2 for 10 minutes into a sealable tube. Pd(Ph3P)4 (20.4 mg, 0.018 mmol) was added, the tube was sealed, and the reaction mixture was stirred overnight at 100° C. The mixture was poured onto water and EtOAc. The organic layer was separated, washed with brine... Starting materials: BrC=1C=C(CN2C3=C(CCCC2=O)C=CC=C3)C=CC1 (1-(3-bromo-benzyl)-1,3,4,5-tetrahydro-benzo[b]azepin-2-one), CC(C)([O-])C.[Na+] (sodium tert-butoxide), C(C)(C)(C)P(C(C)(C)C)C(C)(C)C (tri-tert-butyl phosphine), C(C)(C)(C)OC(=O)N1CCNCC1 (piperazin-1-yl carboxylic acid tert-butyl ester). The reagents and catalysts are C(C)(=O)[O-].[Pd+2].C(C)(=O)[O-] (palladium(II)acetate). The solvent is C=1(C(=CC=CC1)C)C (xylene), C(C)OCC (ethyl ether). Product: C(C)(C)(C)OC(=O)N1CCN(CC1)C1=CC(=CC=C1)CN1C2=C(CCCC1=O)C=CC=C2 (4-[3-(2-Oxo-2,3,4,5-tetrahydro-benzo[b]azepin-1-ylmethyl)-phenyl]-piperazine-1-carboxylic acid tert-butyl ester). Yield: 97.3%. RXN SMILES: Br[C:2]1[CH:3]=[C:4]([CH:18]=[CH:19][CH:20]=1)[CH2:5][N:6]1[C:12](=[O:13])[CH2:11][CH2:10][CH2:9][C:8]2[CH:14]=[CH:15][CH:16]=[CH:17][C:7]1=2.CC(C)([O-])C.[Na+].C(P(C(C)(C)C)C(C)(C)C)(C)(C)C.[C:40]([O:44][C:45]([N:47]1[CH2:52][CH2:51][NH:50][CH2:49][CH2:48]1)=[O:46])([CH3:43])([CH3:42])[CH3:41]>C1(C)C(C)=CC=CC=1.C(OCC)C.C([O-])(=O)C.[Pd+2].C([O-])(=O)C>[C:40]([O:44][C:45]([N:47]1[CH2:52][CH2:51][N:50]([C:2]2[CH:20]=[CH:19][CH:18]=[C:4]([CH2:5][N:6]3[C:12](=[O:13])[CH2:11][CH2:10][CH2:9][C:8]4[CH:14]=[CH:15][CH:16]=[CH:17][C:7]3=4)[CH:3]=2)[CH2:49][CH2:48]1)=[O:46])([CH3:43])([CH3:41])[CH3:42] |f:1.2,7.8.9|. Procedure: A mixture of 0.5 g (1.51 mmole) 1-(3-bromo-benzyl)-1,3,4,5-tetrahydro-benzo[b]azepin-2-one, 0.203 g sodium tert-butoxide, 0.04 g (0.16 mmole) tri-tert-butyl phosphine, 0.04 g (0.16 mmole) palladium(II)acetate, and 0.3 g piperazin-1-yl carboxylic acid tert-butyl ester in 5 mL xylene was heated at 105° under N2 for 1.5 hrs. The mixture was diluted with 5 mL ethyl ether and then filtered through a pad of 10 g silica gel 230-400 mesh. 4-[3-(2-Oxo-2,3,4,5-tetrahydro-benzo[b]azepin-1-ylmethyl)-phenyl]...